This data is from the Open Reaction Database (ORD), a public repository of structured organic reaction records. The task is: describe an organic reaction: reactants, conditions, products, and yield Product: CC(CC1(c2ccccc2)C=CCC=C1)OS(C)(=O)=O. Starting materials: ClCCl, CC(O)CC1(c2ccccc2)C=CCC=C1, CCCCCC, CS(=O)(=O)Cl, c1ccncc1. RXN SMILES: [CH2:34]([Cl:35])[Cl:36].[CH3:1][CH:2]([CH2:3][C:4]1([c:10]2[cH:11][cH:12][cH:13][cH:14][cH:15]2)[CH:5]=[CH:6][CH2:7][CH:8]=[CH:9]1)[OH:16].[CH3:28][CH2:29][CH2:30][CH2:31][CH2:32][CH3:33].[S:23](=[O:24])(=[O:25])([CH3:26])[Cl:27].[cH:17]1[cH:18][cH:19][n:20][cH:21][cH:22]1>>[CH3:1][CH:2]([CH2:3][C:4]1([c:10]2[cH:11][cH:12][cH:13][cH:14][cH:15]2)[CH:5]=[CH:6][CH2:7][CH:8]=[CH:9]1)[O:16][S:23](=[O:24])(=[O:25])[CH3:26]. The reactants are COC(C1=CC=C(C=C1)C(=O)N1CCN(CC1)C1=NC=CC=C1NC(C)C)=O (4-[1-[3-(isopropylamino)-2-pyridyl]piperazin-4-yl-carbonyl]benzoic acid methyl ester), NC(CO)CO (2-amino-1,3-propanediol). The product is OCC(NC(=O)C1=CC=C(C=C1)C(=O)N1CCN(CC1)C1=NC=CC=C1NC(C)C)CO (1-[N-[Bis(hydroxymethyl)methyl]carbamoyl]-4-[1-[3-(isopropylamino)-2-pyridyl]piperazin-4-yl-carbonyl]benzene). The yield is 79.0%. As a reaction SMILES: CO[C:3](=[O:28])[C:4]1[CH:9]=[CH:8][C:7]([C:10]([N:12]2[CH2:17][CH2:16][N:15]([C:18]3[C:23]([NH:24][CH:25]([CH3:27])[CH3:26])=[CH:22][CH:21]=[CH:20][N:19]=3)[CH2:14][CH2:13]2)=[O:11])=[CH:6][CH:5]=1.[NH2:29][CH:30]([CH2:33][OH:34])[CH2:31][OH:32]>>[OH:32][CH2:31][CH:30]([CH2:33][OH:34])[NH:29][C:3]([C:4]1[CH:9]=[CH:8][C:7]([C:10]([N:12]2[CH2:13][CH2:14][N:15]([C:18]3[C:23]([NH:24][CH:25]([CH3:26])[CH3:27])=[CH:22][CH:21]=[CH:20][N:19]=3)[CH2:16][CH2:17]2)=[O:11])=[CH:6][CH:5]=1)=[O:28]. Procedure: By the same procedure as described in the example 31, synthesis was carried out starting with 4-[1-[3-(isopropylamino)-2-pyridyl]piperazin-4-yl-carbonyl]benzoic acid methyl ester and using 2-amino-1,3-propanediol. Then, the product was recrystallized using ethyl acetate and ether to give the desired compound. Starting materials: C1=CC2=C(C=C1O)C(=CN2)CCN (Serotonin), C1=CC2=C(C=C1O)C(=CN2)CCN (Serotonin), CC(=O)ON1C(=O)CCC1=O (N-succinimidyl acetate), alkyl amine. The product is CC(=O)NCCC1=CNC2=C1C=C(C=C2)O (N-acetylserotonin). Reaction SMILES: [CH:1]1[C:6]([OH:7])=[CH:5][C:4]2[C:8]([CH2:11][CH2:12][NH2:13])=[CH:9][NH:10][C:3]=2[CH:2]=1.[CH3:14][C:15](ON1C(=O)CCC1=O)=[O:16]>>[CH3:14][C:15]([NH:13][CH2:12][CH2:11][C:8]1[C:4]2[CH:5]=[C:6]([OH:7])[CH:1]=[CH:2][C:3]=2[NH:10][CH:9]=1)=[O:16]. Procedure: Serotonin (compound 7 in Scheme 3) reacts with N-succinimidyl acetate (8) selectively on the primary alkyl amine, as shown below, to give N-acetylserotonin (9). The electroactive hydroxytryptamine ring system emerges from the reaction unchanged. In practice a biological sample of 1.0 ml volume (for example: cerebrospinal fluid) is degassed by bubbling argon and treated with 0.05 ml of a solution of N-succinimidyl acetate in dioxane (100 mg/ml). The reaction is carried out at a pH of 10-11 in a c... Reaction SMILES: [C:23](=[O:24])([O-:25])[O-:26].[CH3:29][O:30][c:31]1[cH:32][c:33]([CH2:34][Br:35])[cH:36][cH:37][cH:38]1.[CH3:39][C:40]#[N:41].[K+:27].[K+:28].[OH:1][c:2]1[cH:3][cH:4][c:5](-[c:8]2[cH:9][cH:10][cH:11][c:12]3[n:13]2[n:14][c:15]([NH:17][C:18](=[O:19])[CH:20]2[CH2:21][CH2:22]2)[n:16]3)[cH:6][cH:7]1>>[O:1]([c:2]1[cH:3][cH:4][c:5](-[c:8]2[cH:9][cH:10][cH:11][c:12]3[n:13]2[n:14][c:15]([NH:17][C:18](=[O:19])[CH:20]2[CH2:21][CH2:22]2)[n:16]3)[cH:6][cH:7]1)[CH2:34][c:33]1[cH:32][c:31]([O:30][CH3:29])[cH:38][cH:37][cH:36]1. The product is COc1cccc(COc2ccc(-c3cccc4nc(NC(=O)C5CC5)nn34)cc2)c1. Reactants: O=C([O-])[O-], COc1cccc(CBr)c1, CC#N, [K+], [K+], O=C(Nc1nc2cccc(-c3ccc(O)cc3)n2n1)C1CC1. The reactants are COC(=O)C1=C(OC(=CC1=O)C)C1=CC=C(C=C1)Cl (3-methoxycarbonyl-6-methyl-2-(4'-chlorophenyl)-4-pyrone), C(C)(=O)O (acetic acid), Cl (HCl), C(C=C)N (allylamine). Run in CO (methanol), O (water), O (water). Run at time 1 hour. Yields the product C(C=C)N1C(=C(C(=O)OC)C(C=C1C)=O)C1=CC=C(C=C1)Cl (methyl 1-allyl-6-methyl-2-(4'-chlorophenyl)-4-oxonicotinate). The yield is 87.7%. As a reaction SMILES: [CH3:1][O:2][C:3]([C:5]1[C:10](=[O:11])[CH:9]=[C:8]([CH3:12])O[C:6]=1[C:13]1[CH:18]=[CH:17][C:16]([Cl:19])=[CH:15][CH:14]=1)=[O:4].C(O)(=O)C.[CH2:24]([NH2:27])[CH:25]=[CH2:26].Cl>O.CO>[CH2:24]([N:27]1[C:8]([CH3:12])=[CH:9][C:10](=[O:11])[C:5]([C:3]([O:2][CH3:1])=[O:4])=[C:6]1[C:13]1[CH:18]=[CH:17][C:16]([Cl:19])=[CH:15][CH:14]=1)[CH:25]=[CH2:26]. Procedure: 10 g of 3-methoxycarbonyl-6-methyl-2-(4'-chlorophenyl)-4-pyrone, 1.65 g glacial acetic acid and 100 ml of methanol are mixed in 500 ml flask fitted with a magnetic stirring bar and sidearm addition funnel. 6.15 g of allylamine are slowly added (one hour addition time). Three hours later 20 ml of water and 8 ml of concentrate HCl are added. This reaction mixture is allowed to stand at room temperature for one hour, then is poured into 400 ml of water and extracted with methylene chloride (2×100 m... Starting materials: C1CCOC1, COC(=O)c1nccc2cc[nH]c12, Cl, [K+], [OH-]. The product is O=C(O)c1nccc2cc[nH]c12. As a reaction SMILES: [CH2:17]1[O:18][CH2:19][CH2:20][CH2:21]1.[CH3:1][O:2][C:3](=[O:4])[c:5]1[n:6][cH:7][cH:8][c:9]2[c:10]1[nH:11][cH:12][cH:13]2.[ClH:16].[K+:15].[OH-:14]>>[O:2]=[C:3]([OH:4])[c:5]1[n:6][cH:7][cH:8][c:9]2[c:10]1[nH:11][cH:12][cH:13]2.